This data is from the Open Reaction Database (ORD), a public repository of structured organic reaction records. The task is: describe an organic reaction: reactants, conditions, products, and yield Reactants: COC(CN1C(CCCC1)=O)OC (1-(2,2-dimethoxyethyl)-piperidin-2-one). Solvent: O1CCCC1 (tetrahydrofuran). Product: O=C1N(CCCC1)CC=O ((2-oxo-piperidin-1-yl)-acetaldehyde). Isolated yield 86.2%. Reaction SMILES: C[O:2][CH:3](OC)[CH2:4][N:5]1[CH2:10][CH2:9][CH2:8][CH2:7][C:6]1=[O:11]>O1CCCC1>[O:11]=[C:6]1[CH2:7][CH2:8][CH2:9][CH2:10][N:5]1[CH2:4][CH:3]=[O:2]. Procedure details: A mixture of 1-(2,2-dimethoxyethyl)-piperidin-2-one (1.06 g, 5.67 mmole) in 5% aqueous tetrahydrofuran (20 mL) was heated under reflux for 1 hour. The mixture was dried with anhydrous magnesium sulfate, filtered, and concentrated to give (2-oxo-piperidin-1-yl)-acetaldehyde (0.69 g) as a pale yellow oil.